From a dataset of the Open Reaction Database (ORD), a public repository of structured organic reaction records. describe an organic reaction: reactants, conditions, products, and yield The reactants are [Na] (sodium), C(C)OC(C(C(=O)OCC)F)=O (Diethylfluoromalonate), [Na] (Sodium), Cl.C1(CC1)C(N)=N (Cyclopropanecarboximidamide hydrochloride), Cl (HCl). Run in CO (methanol), O (water), CO (methanol). Reaction conditions: time 0.25 hour. The product is C1(CC1)C1=NC(=C(C(=N1)O)F)O (2-cyclopropyl-5-fluoro-4,6-pyrimidinediol). Yield: 75.6%. Reaction SMILES: [Na].Cl.[CH:3]1([C:6](=[NH:8])[NH2:7])[CH2:5][CH2:4]1.C([O:11][C:12](=O)[CH:13]([F:19])[C:14](OCC)=[O:15])C.Cl>CO.O>[CH:3]1([C:6]2[N:7]=[C:14]([OH:15])[C:13]([F:19])=[C:12]([OH:11])[N:8]=2)[CH2:5][CH2:4]1 |f:1.2,^1:0|. Procedure: Sodium (646 mg, 28 mmol) is dissolved in methanol (50 ml) under a nitrogen atmosphere. Cyclopropanecarboximidamide hydrochloride (3.40 g, 28 mmol) is added in one portion. The mixture is stirred at room temperature for 0.25 h, then filtered upon hyflocel. The filtrate is concentrated in vacuo. This free base is added to a solution of sodium (1.29 g, 56 mmol) in methanol (50 ml) under a nitrogen atmosphere, at room temperature. Diethylfluoromalonate (5 g, 28 mmol) is added and the mixture is stir... Procedure: The product from Example 220B and (4-chlorophenyl)acetyl chloride were processed using a method similar to that described in Example 4C to afford the title compound. 1H NMR (400 MHz, DMSO-d6) δ ppm 11.48 (s, 1H), 8.29 (dd, J=7.8, 1.2 Hz, 1H), 7.96-8.03 (m, 2H), 7.90 (ddd, J=7.9, 6.7, 1.4 Hz, 1H), 7.40-7.41 (m, 4H), 3.91 (dd, J=11.1, 2.6 Hz, 1H), 3.79 (td, J=11.4, 2.3 Hz, 1H), 3.67 (s, 2H), 3.56-3.65 (m, 1H), 3.26-3.32 (m, 2H), 2.76-2.84 (m, 1H), 2.51-2.57 (m, 1H), 1.48 (p, J=7.1 Hz, 2H), 0.92 (t... As a reaction SMILES: [NH2:1][N:2]1[N:11]=[C:10]([N:12]2[CH2:17][CH2:16][O:15][CH:14]([CH2:18][CH3:19])[CH2:13]2)[C:9]2[C:4](=[CH:5][CH:6]=[CH:7][CH:8]=2)[C:3]1=[O:20].[Cl:21][C:22]1[CH:27]=[CH:26][C:25]([CH2:28][C:29](Cl)=[O:30])=[CH:24][CH:23]=1>>[Cl:21][C:22]1[CH:27]=[CH:26][C:25]([CH2:28][C:29]([NH:1][N:2]2[N:11]=[C:10]([N:12]3[CH2:17][CH2:16][O:15][CH:14]([CH2:18][CH3:19])[CH2:13]3)[C:9]3[C:4](=[CH:5][CH:6]=[CH:7][CH:8]=3)[C:3]2=[O:20])=[O:30])=[CH:24][CH:23]=1. Yields the product ClC1=CC=C(C=C1)CC(=O)NN1C(C2=CC=CC=C2C(=N1)N1CC(OCC1)CC)=O (2-(4-chlorophenyl)-N-[4-(2-ethylmorpholin-4-yl)-1-oxophthalazin-2(1H)-yl]acetamide). Reactants: NN1C(C2=CC=CC=C2C(=N1)N1CC(OCC1)CC)=O (2-amino-4-(2-ethylmorpholino)phthalazin-1(2H)-one), ClC1=CC=C(C=C1)CC(=O)Cl ((4-chlorophenyl)acetyl chloride). The reactants are 1-ethoxyethylenemalononitrile, C(C)(C)(C)OC(=O)N1CC2C=3C=C(C(=CC3C(C1)C2)N)NCC(C)C (4-Amino-5-isobutylamino-10-aza-tricyclo[6.3.1.02,7]dodeca-2(7),3,5-triene-10-carboxylic acid tert-butyl ester), CCO (EtOH), CO.C(Cl)Cl (MeOH CH2Cl2). Yields the product C(C)(C)(C)OC(=O)N1CC2C=3C=C4N(C(=NC4=CC3C(C1)C2)C)CC(C)C (6-Methyl-7-isobutyl-5,7,13-triazatetracyclo[9.3.1.02,10.04,8]pentadeca-2(10),3,5,8-tetraene-13-carboxylic acid tert-butyl ester). Reaction SMILES: [C:1]([O:5][C:6]([N:8]1[CH2:18][CH:17]2[CH2:19][CH:10]([C:11]3[CH:12]=[C:13]([NH:21][CH2:22][CH:23]([CH3:25])[CH3:24])[C:14]([NH2:20])=[CH:15][C:16]=32)[CH2:9]1)=[O:7])([CH3:4])([CH3:3])[CH3:2].CO.C(Cl)Cl.[CH3:31][CH2:32]O>>[C:1]([O:5][C:6]([N:8]1[CH2:18][CH:17]2[CH2:19][CH:10]([C:11]3[CH:12]=[C:13]4[C:14](=[CH:15][C:16]=32)[N:20]=[C:31]([CH3:32])[N:21]4[CH2:22][CH:23]([CH3:25])[CH3:24])[CH2:9]1)=[O:7])([CH3:4])([CH3:3])[CH3:2] |f:1.2|. Procedure: 4-Amino-5-isobutylamino-10-aza-tricyclo[6.3.1.02,7]dodeca-2(7),3,5-triene-10-carboxylic acid tert-butyl ester (250 mg, 0.74 mmol) from Example 19B was dissolved in EtOH (10 mL) and HOAC (3 mL) and treated with 1-ethoxyethylenemalononitrile (118 mg, 0.87 mmol). The reaction proceeded as in Example 18C (18 h) and was worked up similarly to provide product (TLC 3% MeOH/CH2Cl2 (NH3) Rf0.57). The reactants are BrCc1nc2ccccc2s1, CN(C)C=O, [Cl-], [H-], [NH4+], [Na+], COC(=O)Nc1ccc(S)cc1. Yields the product COC(=O)Nc1ccc(SCc2nc3ccccc3s2)cc1. RXN SMILES: [Br:15][CH2:16][c:17]1[s:18][c:19]2[c:20]([n:21]1)[cH:22][cH:23][cH:24][cH:25]2.[CH3:28][N:29]([CH3:30])[CH:31]=[O:32].[Cl-:26].[H-:1].[NH4+:27].[Na+:2].[SH:3][c:4]1[cH:5][cH:6][c:7]([NH:10][C:11]([O:12][CH3:13])=[O:14])[cH:8][cH:9]1>>[S:3]([c:4]1[cH:5][cH:6][c:7]([NH:10][C:11]([O:12][CH3:13])=[O:14])[cH:8][cH:9]1)[CH2:16][c:17]1[s:18][c:19]2[c:20]([n:21]1)[cH:22][cH:23][cH:24][cH:25]2. Reactants: C(C#C)(=O)OC (methyl propiolate), C(CCC)[Li] (n-butyllithium), COC1=C(C=O)C=CC(=C1OC)OC (2,3,4-trimethoxybenzaldehyde), [Cl-].[NH4+] (ammonium chloride). The solvent is O1CCCC1 (tetrahydrofuran), O1CCCC1 (tetrahydrofuran). Conditions: time 10 minute. Yields the product OC(C#CC(=O)OC)C1=C(C(=C(C=C1)OC)OC)OC (methyl 4-hydroxy-4-(2,3,4 -trimethoxyphenyl)-2-butynoate). Reaction SMILES: [C:1]([O:5][CH3:6])(=[O:4])[C:2]#[CH:3].C([Li])CCC.[CH3:12][O:13][C:14]1[C:21]([O:22][CH3:23])=[C:20]([O:24][CH3:25])[CH:19]=[CH:18][C:15]=1[CH:16]=[O:17].[Cl-].[NH4+]>O1CCCC1>[OH:17][CH:16]([C:15]1[CH:18]=[CH:19][C:20]([O:24][CH3:25])=[C:21]([O:22][CH3:23])[C:14]=1[O:13][CH3:12])[C:3]#[C:2][C:1]([O:5][CH3:6])=[O:4] |f:3.4|. Reported procedure: A solution of 3.4 ml (40 mmol) of methyl propiolate in 30 ml of tetrahydrofuran was treated at -78° under argon with 25 ml of n-butyllithium (1.6M in hexane). The mixture was stirred at -78° for 10 minutes and then a solution of 7.85 g (40 mmol) of 2,3,4-trimethoxybenzaldehyde in 40 ml of tetrahydrofuran was added within 10 minutes. The reaction mixture was brought to room temperature, stirred for 15 minutes and treated with 60 ml of saturated ammonium chloride solution. The aqueous phase was ex... Starting materials: C1(=CC=CC=C1)C=1C=C2C(=NC1)NC(=N2)CCC2CCCCC(=N2)N (7-[2-(6-Phenyl-3H-imidazo[4,5-b]pyridin-2-yl)-ethyl]-4,5,6,7-tetrahydro-3H-azepin-2-ylamine), N1(CCC1)S(=O)(=O)C1=CC=C(C=C1)C=1C=C2C(=NC1)NC(=N2)CCC2CCCCC(N2)=S (7-(2-{6-[4-(azetidine-1-sulfonyl)-phenyl]-3H-imidazo[4,5-b]pyridin-2-yl}-ethyl)-azepane-2-thione), N (ammonia), C1(=CC=CC=C1)C=1C=C2C(=NC1)NC(=N2)CCC2CCCCC(=N2)N (7-[2-(6-Phenyl-3H-imidazo[4,5-b]pyridin-2-yl)-ethyl]-4,5,6,7-tetrahydro-3H-azepin-2-ylamine), N1(CCC1)S(=O)(=O)C1=CC=C(C=C1)C=1C=C2C(=NC1)NC(=N2)CCC2CCCCC(N2)=S (7-(2-{6-[4-(azetidine-1-sulfonyl)-phenyl]-3H-imidazo[4,5-b]pyridin-2-yl}-ethyl)-azepane-2-thione). The solvent is CO (methanol). Yields the product N1(CCC1)S(=O)(=O)C1=CC=C(C=C1)C=1C=C2C(=NC1)NC(=N2)CCC2CCCCC(=N2)N (7-(2-{6-[4-(Azetidine-1-sulfonyl)-phenyl]-3H-imidazo[4,5-b]pyridin-2-yl}-ethyl)-4,5,6,7-tetrahydro-3H-azepin-2-ylamine). As a reaction SMILES: [C:1]1([C:7]2[CH:8]=[C:9]3[N:15]=[C:14]([CH2:16][CH2:17][CH:18]4[N:24]=[C:23]([NH2:25])[CH2:22][CH2:21][CH2:20][CH2:19]4)[NH:13][C:10]3=[N:11][CH:12]=2)[CH:6]=[CH:5][CH:4]=[CH:3][CH:2]=1.[N:26]1([S:30](C2C=CC(C3C=C4N=C(CCC5NC(=S)CCCC5)NC4=NC=3)=CC=2)(=[O:32])=[O:31])[CH2:29][CH2:28][CH2:27]1.N>CO>[N:26]1([S:30]([C:4]2[CH:3]=[CH:2][C:1]([C:7]3[CH:8]=[C:9]4[N:15]=[C:14]([CH2:16][CH2:17][CH:18]5[N:24]=[C:23]([NH2:25])[CH2:22][CH2:21][CH2:20][CH2:19]5)[NH:13][C:10]4=[N:11][CH:12]=3)=[CH:6][CH:5]=2)(=[O:32])=[O:31])[CH2:29][CH2:28][CH2:27]1. Reported procedure: The title compound is synthesized as described for 7-[2-(6-phenyl-3H-imidazo[4,5-b]pyridin-2-yl)-ethyl]-4,5,6,7-tetrahydro-3H-azepin-2-ylamine (compound 1) from 92 mg of 7-(2-{6-[4-(azetidine-1-sulfonyl)-phenyl]-3H-imidazo[4,5-b]pyridin-2-yl}-ethyl)-azepane-2-thione (compound A6) and 4.50 ml of methanol containing ammonia (strength: 7.0 M) at 50° C. for 70 hours. Purification by flash chromatography on LiChroprep-NH2® (eluent gradient: dichloromethane/0-100 vol. % methanol) affords 56 mg of the ... Starting materials: [N+](=O)([O-])C1=C(C=O)C=CC(=C1)Cl (2-nitro-4-chlorobenzaldehyde), C1(=CC=C(C=C1)S(=O)(=O)C[N+]#[C-])C (p-toluenesulfonyl-methylisocyanide), C([O-])([O-])=O.[K+].[K+] (potassium carbonate). Solvent: CO (methanol). Product: [N+](=O)([O-])C1=C(C=CC(=C1)Cl)C1=CN=CO1 (5-(2-nitro-4-chlorophenyl)oxazole). Reaction SMILES: [N+:1]([C:4]1[CH:11]=[C:10]([Cl:12])[CH:9]=[CH:8][C:5]=1[CH:6]=[O:7])([O-:3])=[O:2].C1(C)C=CC(S([CH2:22][N+:23]#[C-:24])(=O)=O)=CC=1.C(=O)([O-])[O-].[K+].[K+]>CO>[N+:1]([C:4]1[CH:11]=[C:10]([Cl:12])[CH:9]=[CH:8][C:5]=1[C:6]1[O:7][CH:24]=[N:23][CH:22]=1)([O-:3])=[O:2] |f:2.3.4|. Procedure details: To a solution of 2-nitro-4-chlorobenzaldehyde (2.2 g, 11.8 mmol) and p-toluenesulfonyl-methylisocyanide (2.8 g, 14.2 mmol) in methanol (50 mL) was added potassium carbonate (8.2 g, 59 mmol) solid. The heterogeneous mixture was heated to reflux for 2.5 hours. Upon moving to room temperature, the reaction was filtered and concentrated in vacuo. The residue was dissolved in 0.1N sodium hydroxide and extracted with methylene chloride two times. The combined organics were dried over sodium sulfate, f... Product: Cc1ccc(C=CSCc2ccccc2)cc1. Reactants: SCc1ccccc1, C#Cc1ccc(C)cc1, [Na]. Reaction SMILES: [CH2:10]([c:11]1[cH:12][cH:13][cH:14][cH:15][cH:16]1)[SH:17].[CH3:1][c:2]1[cH:3][cH:4][c:5]([C:8]#[CH:9])[cH:6][cH:7]1.[Na:18]>>[CH3:1][c:2]1[cH:3][cH:4][c:5]([CH:8]=[CH:9][S:17][CH2:10][c:11]2[cH:12][cH:13][cH:14][cH:15][cH:16]2)[cH:6][cH:7]1. The reactants are ClC=1C=C2N=CC(=NC2=CC1)OC1=CC=C(OC(C(=O)Cl)C)C=C1 (2-[4-(6-chloro-2-quinoxalinyloxy)phenoxy]propionic acid chloride), C(CCCC)(=O)[O-] (pentanoate), [Cl-].[Na+] (sodium chloride), [H][H] (hydrogen), COC(CC(=O)C)=O (methylacetoacetate), C(C)(=O)C(C(=O)OC)C(C(C)OC1=CC=C(C=C1)OC1=NC2=CC=C(C=C2N=C1)Cl)=O (methyl 2-acetyl-4-[4-(6-chloro-2-quinoxalinyloxy)phenoxy]-3-oxopentanoate), XIV, [Na] (sodium). Run in CS(=O)C (DMSO). The product is ClC=1C=C2N=CC(=NC2=CC1)OC1=CC=C(OC(C(CC(C)=O)=O)C)C=C1 (5-[4-(6-chloro-2-quinoxalinyloxy)phenoxy]-2,4-hexanedione), XV. Reaction SMILES: [C:1]([CH:4]([C:9](=[O:31])[CH:10]([O:12][C:13]1[CH:18]=[CH:17][C:16]([O:19][C:20]2[CH:29]=[N:28][C:27]3[C:22](=[CH:23][CH:24]=[C:25]([Cl:30])[CH:26]=3)[N:21]=2)=[CH:15][CH:14]=1)[CH3:11])C(OC)=O)(=[O:3])[CH3:2].[H][H].ClC1C=C2C(=CC=1)N=C(OC1C=CC(OC(C)C(Cl)=O)=CC=1)C=N2.[Na].COC(=O)CC(C)=O.C([O-])(=O)CCCC.[Cl-].[Na+]>CS(C)=O>[Cl:30][C:25]1[CH:26]=[C:27]2[C:22](=[CH:23][CH:24]=1)[N:21]=[C:20]([O:19][C:16]1[CH:15]=[CH:14][C:13]([O:12][CH:10]([CH3:11])[C:9](=[O:31])[CH2:4][C:1](=[O:3])[CH3:2])=[CH:18][CH:17]=1)[CH:29]=[N:28]2 |f:6.7,^1:57|. Procedure details: In the same manner, methyl 2-acetyl-4-[4-(6-chloro-2-quinoxalinyloxy)phenoxy]-3-oxopentanoate (XIV; X' is chloro and X" is hydrogen) is prepared from 2-[4-(6-chloro-2-quinoxalinyloxy)phenoxy]propionic acid chloride and the sodium salt of methylacetoacetate. This pentanoate is then heated with sodium chloride and DMSO to yield 5-[4-(6-chloro-2-quinoxalinyloxy)phenoxy]-2,4-hexanedione (XV; X' is chloro and X" is hydrogen).